Dataset: the Open Reaction Database (ORD), a public repository of structured organic reaction records. Task: describe an organic reaction: reactants, conditions, products, and yield Reactants: FC(C(O)O)(F)F (2,2,2-trifluoroethane-1,1-diol), C[N+](=O)[O-] (CH3NO2), C(=O)([O-])[O-].[Na+].[Na+] (Na2CO3), O=P12OP3(=O)OP(=O)(O1)OP(=O)(O2)O3 (P2O5). Solvent: O (Water). Run at time 8 hour. Yields the product FC(C=C[N+](=O)[O-])(F)F (3,3,3-Trifluoro-1-nitroprop-1-ene). Isolated yield 10.0%. Reaction SMILES: [F:1][C:2]([F:7])([F:6])[CH:3](O)O.[CH3:8][N+:9]([O-:11])=[O:10].C([O-])([O-])=O.[Na+].[Na+].O=P12OP3(OP(OP(O3)(O1)=O)(=O)O2)=O>O>[F:1][C:2]([F:7])([F:6])[CH:3]=[CH:8][N+:9]([O-:11])=[O:10] |f:2.3.4|. Reported procedure: A mixture of 2,2,2-trifluoroethane-1,1-diol (75% aq solution, 20 g, 0.13 mol), CH3NO2 (24 g, 0.39 mol) and Na2CO3 (0.85 g, 8 mmol) was stirred overnight at RT. Water (50 mL) was added and the mixture was extracted with diethyl ether (3×30 mL) and dried over Na2SO4. After concentrating the organic extract at low temperature and under reduced pressure, P2O5 (20.0 g, 0.14 mol) was added to the residue oil, which was distilled at atmospheric pressure to give a green-yellow oil (4 g, 50% purity, 10% ...